This data is from the Open Reaction Database (ORD), a public repository of structured organic reaction records. The task is: describe an organic reaction: reactants, conditions, products, and yield Reactants: C(=NC1CCCCC1)=NC1CCCCC1, C1CCOC1, CN(C)c1ccncc1, COc1nc(NCCc2ccc(Cl)cc2Cl)cc(-c2cccc(C(=O)O)c2)n1, ClCCl, OCCN1CCOCC1. The product is COc1nc(NCCc2ccc(Cl)cc2Cl)cc(-c2cccc(C(=O)OCCN3CCOCC3)c2)n1. RXN SMILES: [CH2:38]1[CH2:39][CH2:40][CH:41]([N:42]=[C:43]=[N:44][CH:45]2[CH2:46][CH2:47][CH2:48][CH2:49][CH2:50]2)[CH2:51][CH2:52]1.[CH2:62]1[O:63][CH2:64][CH2:65][CH2:66]1.[CH3:53][N:54]([CH3:55])[c:56]1[cH:57][cH:58][n:59][cH:60][cH:61]1.[Cl:1][c:2]1[c:3]([CH2:9][CH2:10][NH:11][c:12]2[cH:13][c:14](-[c:20]3[cH:21][c:22]([C:23](=[O:24])[OH:25])[cH:26][cH:27][cH:28]3)[n:15][c:16]([O:18][CH3:19])[n:17]2)[cH:4][cH:5][c:6]([Cl:8])[cH:7]1.[Cl:67][CH2:68][Cl:69].[OH:29][CH2:30][CH2:31][N:32]1[CH2:33][CH2:34][O:35][CH2:36][CH2:37]1>>[Cl:1][c:2]1[c:3]([CH2:9][CH2:10][NH:11][c:12]2[cH:13][c:14](-[c:20]3[cH:21][c:22]([C:23]([O:24][CH2:30][CH2:31][N:32]4[CH2:33][CH2:34][O:35][CH2:36][CH2:37]4)=[O:25])[cH:26][cH:27][cH:28]3)[n:15][c:16]([O:18][CH3:19])[n:17]2)[cH:4][cH:5][c:6]([Cl:8])[cH:7]1. Reactants: ClC(C(=O)OC)=NNC1=C(C=CC=C1)OCCC#N (Methyl 2-chloro-2-(2-(2-(2-cyanoethoxy)phenyl)hydrazono)acetate), O1CCOCC1 (1,4-dioxane). Reagents/catalysts: C([O-])([O-])=O.[Ag+2] (silver carbonate). The solvent is [Sn] (tin). Run at time 4 hour. The product is N1=C(N=C2N1C1=C(OCC2)C=CC=C1)C(=O)OC (Methyl 4,5-dihydrobenzo[b][1,2,4]triazolo[1,5-d][1,4]oxazepine-2-carboxylate). Isolated yield 7.0%. As a reaction SMILES: Cl[C:2](=[N:7][NH:8][C:9]1[CH:14]=[CH:13][CH:12]=[CH:11][C:10]=1[O:15][CH2:16][CH2:17][C:18]#[N:19])[C:3]([O:5][CH3:6])=[O:4].O1CCOCC1>[Sn].C(=O)([O-])[O-].[Ag+2]>[N:7]1[N:8]2[C:9]3[CH:14]=[CH:13][CH:12]=[CH:11][C:10]=3[O:15][CH2:16][CH2:17][C:18]2=[N:19][C:2]=1[C:3]([O:5][CH3:6])=[O:4] |f:3.4,^3:25|. Reported procedure: To chlorohydrazone 85 (2.87 g, 10.2 mmol) in a 200 mL flask was added 1,4-dioxane (100 mL) and silver carbonate (4.22 g, 15.3 mmol) under nitrogen (FIG. 18). The flask was fitted with a reflux condenser, and wrapped in tin foil (to keep in the dark). Next, the reaction was refluxed while stirring for 4 hours. Then, the reaction was filtered, concentrated, and purified by silica gel chromatography to provide ester 86 in 7% yield over two steps. 1H NMR (500 MHz, CDCl3) δ 8.19 (dd, J=8.2, 1.4 Hz, 1... Reactants: C1CCOC1, CC(C)(C)OC(=O)N=NC(=O)OC(C)(C)C, CC(C)(C)OC(=O)NNC(=O)OC(C)(C)C, OCC1CCCO1, c1ccc(P(c2ccccc2)c2ccccc2)cc1. Product: CC(C)(C)OC(=O)NN(CC1CCCO1)C(=O)OC(C)(C)C. RXN SMILES: [CH2:59]1[O:60][CH2:61][CH2:62][CH2:63]1.[N:43]([C:44]([O:45][C:46]([CH3:47])([CH3:48])[CH3:49])=[O:50])=[N:51][C:52]([O:53][C:54]([CH3:55])([CH3:56])[CH3:57])=[O:58].[NH:8]([NH:9][C:10](=[O:11])[O:12][C:13]([CH3:14])([CH3:15])[CH3:16])[C:17](=[O:18])[O:19][C:20]([CH3:21])([CH3:22])[CH3:23].[O:1]1[CH:2]([CH2:6][OH:7])[CH2:3][CH2:4][CH2:5]1.[c:24]1([P:25]([c:26]2[cH:27][cH:28][cH:29][cH:30][cH:31]2)[c:32]2[cH:33][cH:34][cH:35][cH:36][cH:37]2)[cH:38][cH:39][cH:40][cH:41][cH:42]1>>[O:1]1[CH:2]([CH2:6][N:8]([NH:9][C:10](=[O:11])[O:12][C:13]([CH3:14])([CH3:15])[CH3:16])[C:17](=[O:18])[O:19][C:20]([CH3:21])([CH3:22])[CH3:23])[CH2:3][CH2:4][CH2:5]1. Starting materials: CCOC(=O)C1CC(OCC)(OCC)CCC1=O, [K+], [OH-]. Yields the product CCOC1(OCC)CCC(=O)CC1. As a reaction SMILES: [CH2:1]([CH3:2])[O:3][C:4]1([O:16][CH2:17][CH3:18])[CH2:5][CH2:6][C:7](=[O:15])[CH:8]([C:10]([O:11][CH2:12][CH3:13])=[O:14])[CH2:9]1.[K+:20].[OH-:19]>>[CH2:1]([CH3:2])[O:3][C:4]1([O:16][CH2:17][CH3:18])[CH2:5][CH2:6][C:7](=[O:15])[CH2:8][CH2:9]1. Starting materials: O (Water), ClC1=NC=C(N=C1)Cl (2,5-Dichloropyrazine), N1N=CN=C1 (1,2,4-triazole), C([O-])([O-])=O.[Cs+].[Cs+] (cesium carbonate). Run in CN(C)C=O (DMF). Product: ClC1=NC=C(N=C1)N1N=CN=C1 (2-chloro-5-(1H-1,2,4-triazol-1-yl)pyrazine). Reaction SMILES: Cl[C:2]1[CH:7]=[N:6][C:5]([Cl:8])=[CH:4][N:3]=1.[NH:9]1[CH:13]=[N:12][CH:11]=[N:10]1.C(=O)([O-])[O-].[Cs+].[Cs+].O>CN(C=O)C>[Cl:8][C:5]1[CH:4]=[N:3][C:2]([N:9]2[CH:13]=[N:12][CH:11]=[N:10]2)=[CH:7][N:6]=1 |f:2.3.4|. Procedure: 2,5-Dichloropyrazine (298 mg, 2.0 mmol) and 1,2,4-triazole (145 mg, 2.1 mmol) were added in DMF (10 mL), then cesium carbonate was added and the reaction was at room temperature over night. Water (20mL) was added, extracted with ethyl acetate (30 mL), second wash with brine (20 mL). The organic phase was dried by magnesium sulfate, filtered, concentrated and purified by column chromatography through a 25 gram Biotage SNAP KP-Sil™ silica gel cartridge eluting with 22% ethyl acetate/hexanes to giv... Procedure details: A solution of NaOH (1.6 g, 41 mmol) in H2O (20 mL) was added to 2-formyl phenylboronic acid (5.1 g, 34 mmol) at rt. The mixture was stirred for 15 min then nitroethane (2.9 mL, 41 mmol) was added dropwise. The mixture was stirred for 30 min and then the clear reaction solution was acidified with 2 N HCl and EtOAc was added. The organic layer was separated, washed with H2O then brine, dried (Na2SO4), and concentrated in vacuo. Purification by flash chromatography (2:1 hexane/EtOAc) gave the title... The reactants are [OH-].[Na+] (NaOH), C(=O)C1=C(C=CC=C1)B(O)O (2-formyl phenylboronic acid), Cl (HCl), [N+](=O)([O-])CC (nitroethane). RXN SMILES: [OH-].[Na+].[CH:3]([C:5]1[CH:10]=[CH:9][CH:8]=[CH:7][C:6]=1[B:11]([OH:13])[OH:12])=O.[N+:14]([CH2:17][CH3:18])([O-:16])=[O:15].Cl>O.CCOC(C)=O>[N+:14]([CH:17]([CH:3]1[O:13][B:11]([OH:12])[C:6]2[CH:7]=[CH:8][CH:9]=[CH:10][C:5]1=2)[CH3:18])([O-:16])=[O:15] |f:0.1|. Conditions: time 15 minute. The solvent is O (H2O), CCOC(=O)C (EtOAc). The product is [N+](=O)([O-])C(C)C1C2=C(B(O1)O)C=CC=C2 (3-(1-Nitro-ethyl)-3H-benzo[c][1,2]oxaborol-1-ol). Starting materials: C(=O)C1C(CCCC1)=O (formyl cyclohexanone), C1(=CC=C(C=C1)S(=O)(=O)N=[N+]=[N-])C (para-toluenesulfonylazide), diazo. Yields the product [N+](=[N-])=C1C(CCCC1)=O (diazocyclohexanone). RXN SMILES: C([CH:3]1[CH2:8][CH2:7][CH2:6][CH2:5][C:4]1=[O:9])=O.C1(C)C=CC(S([N:19]=[N+:20]=[N-])(=O)=O)=CC=1>>[N+:19](=[C:3]1[CH2:8][CH2:7][CH2:6][CH2:5][C:4]1=[O:9])=[N-:20]. Procedure: Reaction of a formyl cyclohexanone derivative with para-toluenesulfonylazide effects displacement of the formyl group by a diazo moiety to provide a diazocyclohexanone derivative. For example, a formyl cyclohexanone derivative such as 2-phenyl-2-(2-cyanoethyl)-6-formylcyclohexanone can be reacted with about an equimolar quantity of para-toluene-sulfonylazide in the presence of dimethylamine or diethylamine, in an organic solvent such as diethyl ether, to provide, for instance, 2-phenyl-2-(2-cyan... Reactants: CN1CCN(C)C1=O, COC(=O)C=Cc1cnc(Cl)cn1, [K+], [K+], CC(C)(C)OC(=O)N1CCC(N)C1, O=C([O-])[O-]. Yields the product COC(=O)C=Cc1cnc(NC2CCN(C(=O)OC(C)(C)C)C2)cn1. Reaction SMILES: [CH3:33][N:34]1[CH2:35][CH2:36][N:37]([CH3:38])[C:39]1=[O:40].[Cl:1][c:2]1[n:3][cH:4][c:5]([CH:8]=[CH:9][C:10](=[O:11])[O:12][CH3:13])[n:6][cH:7]1.[K+:27].[K+:28].[NH2:14][CH:15]1[CH2:16][N:17]([C:20](=[O:21])[O:22][C:23]([CH3:24])([CH3:25])[CH3:26])[CH2:18][CH2:19]1.[O-:29][C:30]([O-:31])=[O:32]>>[c:2]1([NH:14][CH:15]2[CH2:16][N:17]([C:20](=[O:21])[O:22][C:23]([CH3:24])([CH3:25])[CH3:26])[CH2:18][CH2:19]2)[n:3][cH:4][c:5]([CH:8]=[CH:9][C:10](=[O:11])[O:12][CH3:13])[n:6][cH:7]1. Reactants: O (H2O), C(C)O (ethanol), O.C1(=CC=C(C=C1)S(=O)(=O)O)C (p-toluenesulfonic acid monohydrate), 2,2-(dimethylthio)pentanoic acid, O.C1(=CC=C(C=C1)S(=O)(=O)O)C (p-toluenesulfonic acid monohydrate), O (water). Run in C1(=CC=CC=C1)C (toluene). Reaction conditions: temperature 80 celsius. Product: O=C(C(=O)OCC)CCC (ethyl 2-oxovalerate). Isolated yield 71.0%. As a reaction SMILES: [OH2:1].[OH2:2].[C:3]1([CH3:13])[CH:8]=[CH:7][C:6](S(O)(=O)=O)=CC=1.[CH2:14]([OH:16])[CH3:15]>C1(C)C=CC=CC=1>[O:1]=[C:3]([CH2:8][CH2:7][CH3:6])[C:13]([O:16][CH2:14][CH3:15])=[O:2] |f:1.2|. Reported procedure: 0.1 mol of 2,2-(dimethylthio)pentanoic acid (11) (19.4 g) was dissolved in 150 ml of toluene and admixed with 2.0 eq of H2O (3.6 ml) and a spatula-tip of p-toluenesulfonic acid monohydrate. Subsequently, the mixture was heated to boiling point and a nitrogen stream was passed through the solution via a frit. After 3 h under reflux, the reaction mixture was cooled to 80° C. and admixed with 200 ml of ethanol and a further spatula-tip of p-toluenesulfonic acid monohydrate. After a further 3 h unde...